The task is: describe an organic reaction: reactants, conditions, products, and yield. This data is from the Open Reaction Database (ORD), a public repository of structured organic reaction records. The reactants are C(=O)(O)[O-].[Na+] (NaHCO3), NaHB(OAc)3, C(=O)(O)[O-].[Na+] (NaHCO3), O=CC[C@@H](C1=CC=CC=C1)NC(OC(C)(C)C)=O (tert-Butyl [(1S)-3-oxo-1-phenylpropyl]carbamate), Cl.NC1(CCCC1)C(=O)OC (methyl 1-aminocyclopentanecarboxylate hydrochloride), CCN(C(C)C)C(C)C (Hunig's base). Solvent: O (Water), C(Cl)(Cl)Cl (chloroform). Run at time 20 minute. Product: C(C)(C)(C)OC(=O)N[C@@H](CCNC1(CCCC1)C(=O)OC)C1=CC=CC=C1 (Methyl 1-({(3S)-3-[(tert-butoxycarbonyl)amino]-3-phenylpropyl}amino)cyclopentanecarboxylate). Reaction SMILES: O=[CH:2][CH2:3][C@H:4]([NH:11][C:12](=[O:18])[O:13][C:14]([CH3:17])([CH3:16])[CH3:15])[C:5]1[CH:10]=[CH:9][CH:8]=[CH:7][CH:6]=1.Cl.[NH2:20][C:21]1([C:26]([O:28][CH3:29])=[O:27])[CH2:25][CH2:24][CH2:23][CH2:22]1.CCN(C(C)C)C(C)C.C([O-])(O)=O.[Na+]>C(Cl)(Cl)Cl.O>[C:14]([O:13][C:12]([NH:11][C@H:4]([C:5]1[CH:10]=[CH:9][CH:8]=[CH:7][CH:6]=1)[CH2:3][CH2:2][NH:20][C:21]1([C:26]([O:28][CH3:29])=[O:27])[CH2:25][CH2:24][CH2:23][CH2:22]1)=[O:18])([CH3:17])([CH3:16])[CH3:15] |f:1.2,4.5|. Procedure details: To a solution of tert-butyl [(1S)-3-oxo-1-phenylpropyl]carbamate from Step B (0.820 g, 3.29 mmol) and methyl 1-aminocyclopentanecarboxylate hydrochloride (0.591 g, 3.29 mmol) in chloroform (33 mL) was added Hunig's base (0.574 mL, 3.29 mmol). After stirring at ambient temperature for 20 min, NaHB(OAc)3 (1.74 g, 8.22 mmol) was added as a solid. Upon completion of the reaction, saturated aqueous NaHCO3 (3 mL) was added and the mixture was allowed to stir for at least 2 h. Water (5 mL) and addition...